This data is from the Open Reaction Database (ORD), a public repository of structured organic reaction records. The task is: describe an organic reaction: reactants, conditions, products, and yield The reactants are FC=1C=CC2=C(C(=NCC=3N2C(=NN3)CCl)C3=C(C=CC=C3)F)C1 (8-fluoro-1-(chloromethyl)-6-(o-fluorophenyl)-4H-s-triazolo[4,3-a][1,4]benzodiazepine), C(C)NCC1CC1 (ethyl(cyclopropylmethyl)amine). The product is FC=1C=CC2=C(C(=NCC=3N2C(=NN3)CN(CC)CC3CC3)C3=C(C=CC=C3)F)C1 (8-fluoro-1-[[(cyclopropylmethyl)ethylamino]methyl]-6-(o-fluorophenyl)-4-H-s-triazolo[4,3-a][1,4]benzodiazepine). As a reaction SMILES: [F:1][C:2]1[CH:3]=[CH:4][C:5]2[N:11]3[C:12]([CH2:15]Cl)=[N:13][N:14]=[C:10]3[CH2:9][N:8]=[C:7]([C:17]3[CH:22]=[CH:21][CH:20]=[CH:19][C:18]=3[F:23])[C:6]=2[CH:24]=1.[CH2:25]([NH:27][CH2:28][CH:29]1[CH2:31][CH2:30]1)[CH3:26]>>[F:1][C:2]1[CH:3]=[CH:4][C:5]2[N:11]3[C:12]([CH2:15][N:27]([CH2:28][CH:29]4[CH2:31][CH2:30]4)[CH2:25][CH3:26])=[N:13][N:14]=[C:10]3[CH2:9][N:8]=[C:7]([C:17]3[CH:22]=[CH:21][CH:20]=[CH:19][C:18]=3[F:23])[C:6]=2[CH:24]=1. Procedure details: In the manner given in Preparation 29, 8-fluoro-1-(chloromethyl)-6-(o-fluorophenyl)-4H-s-triazolo[4,3-a][1,4]benzodiazepine is treated with ethyl(cyclopropylmethyl)amine to give 8-fluoro-1-[[(cyclopropylmethyl)ethylamino]methyl]-6-(o-fluorophenyl)-4-H-s-triazolo[4,3-a][1,4]benzodiazepine. Preparation 36 9-(Trifluoromethyl)-1-[[(cyclopropylmethyl)methylamino]methyl]-6-phenyl-4-H-s-triazolo[4,3-a][1,4]benzodiazepine The reactants are NC1=C2C=CC(=CC2=CC=C1)C(=O)OCC (ethyl 5-amino-2-naphthoate), [OH-].[Na+] (NaOH). Run in O1CCOCC1 (dioxane). Conditions: time 16 hour. Yields the product NC1=C2C=CC(=CC2=CC=C1)C(=O)O (5-Amino-2-naphthoic Acid). Isolated yield 88.8%. Reaction SMILES: [NH2:1][C:2]1[CH:11]=[CH:10][CH:9]=[C:8]2[C:3]=1[CH:4]=[CH:5][C:6]([C:12]([O:14]CC)=[O:13])=[CH:7]2.[OH-].[Na+]>O1CCOCC1>[NH2:1][C:2]1[CH:11]=[CH:10][CH:9]=[C:8]2[C:3]=1[CH:4]=[CH:5][C:6]([C:12]([OH:14])=[O:13])=[CH:7]2 |f:1.2|. Reported procedure: A mixture of ethyl 5-amino-2-naphthoate (7.0 g, 0.0325 mol), dioxane (40 ml), and 1 N NaOH (39 mL) was stirred at room temperature for 16 hours. The dioxane was removed under reduced pressure, H2O (50 mL) was added, and the mixture was neutralized with acetic acid (2.23 mL). The resulting brown solid precipitate was collected by filtration to give the desired product (5.4 g, 89%), m.p. 231°-234° C.